From a dataset of the Open Reaction Database (ORD), a public repository of structured organic reaction records. describe an organic reaction: reactants, conditions, products, and yield Starting materials: Cl (HCl), OCC(=O)N1CCNCC1 (2-hydroxy-1-piperazin-1-yl-ethanone), C(C)(C)N1N=CN=C1C=1C=C2CCOC3=C(N2N1)C=C(C=C3)C=O (2-(2-isopropyl-2H-[1,2,4]triazol-3-yl)-4,5-dihydro-6-oxa-1,10b-diaza-benzo[e]azulene-9-carbaldehyde). Solvent: C(C)OCC (diethyl ether). The product is OCC(=O)N1CCN(CC1)CC1=CC2=C(OCCC=3N2N=C(C3)C3=NC=NN3C(C)C)C=C1 (2-hydroxy-1-(4-((2-(1-isopropyl-1H-1,2,4-triazol-5-yl)-4,5-dihydrobenzo[b]pyrazolo[1,5-d][1,4]oxazepin-9-yl)methyl)piperazin-1-yl)ethanone). As a reaction SMILES: Cl.[OH:2][CH2:3][C:4]([N:6]1[CH2:11][CH2:10][NH:9][CH2:8][CH2:7]1)=[O:5].[CH:12]([N:15]1[C:19]([C:20]2[CH:21]=[C:22]3[N:28]([N:29]=2)[C:27]2[CH:30]=[C:31]([CH:34]=O)[CH:32]=[CH:33][C:26]=2[O:25][CH2:24][CH2:23]3)=[N:18][CH:17]=[N:16]1)([CH3:14])[CH3:13]>C(OCC)C>[OH:2][CH2:3][C:4]([N:6]1[CH2:11][CH2:10][N:9]([CH2:34][C:31]2[CH:32]=[CH:33][C:26]3[O:25][CH2:24][CH2:23][C:22]4[N:28]([N:29]=[C:20]([C:19]5[N:15]([CH:12]([CH3:14])[CH3:13])[N:16]=[CH:17][N:18]=5)[CH:21]=4)[C:27]=3[CH:30]=2)[CH2:8][CH2:7]1)=[O:5]. Reported procedure: Following the procedure for 128 without the use of HCl in diethyl ether, 2-(2-isopropyl-2H-[1,2,4]triazol-3-yl)-4,5-dihydro-6-oxa-1,10b-diaza-benzo[e]azulene-9-carbaldehyde was reacted with 2-hydroxy-1-piperazin-1-yl-ethanone to give 132 as a white solid. 1H NMR (CDCl3, 400 MHz): δ 7.95 (s, 1H); 7.86 (d, J=2.0 Hz, 1H); 7.28-7.23 (m, 1H); 7.17 (d, J=8.2 Hz, 1H); 6.86 (s, 1H); 5.73-5.60 (m, 1H); 4.55 (t, J=6.0 Hz, 2H); 4.15 (s, 2H); 3.69 (t, J=4.8 Hz, 2H); 3.64-3.55 (m, 3H); 3.29 (t, J=4.8 Hz, 2H)... The reactants are C1CCOC1, CC(C)(Oc1ccc(N)cc1)C(=O)O, [Na+], [OH-], O, O=C(Cl)Cc1ccccc1. Yields the product CC(C)(Oc1ccc(NC(=O)Cc2ccccc2)cc1)C(=O)O. RXN SMILES: [CH2:28]1[O:29][CH2:30][CH2:31][CH2:32]1.[NH2:1][c:2]1[cH:3][cH:4][c:5]([O:6][C:7]([C:8](=[O:9])[OH:10])([CH3:11])[CH3:12])[cH:13][cH:14]1.[Na+:17].[OH-:16].[OH2:15].[c:18]1([CH2:24][C:25](=[O:26])[Cl:27])[cH:19][cH:20][cH:21][cH:22][cH:23]1>>[NH:1]([c:2]1[cH:3][cH:4][c:5]([O:6][C:7]([C:8](=[O:9])[OH:10])([CH3:11])[CH3:12])[cH:13][cH:14]1)[C:25]([CH2:24][c:18]1[cH:19][cH:20][cH:21][cH:22][cH:23]1)=[O:26].